From a dataset of the Open Reaction Database (ORD), a public repository of structured organic reaction records. describe an organic reaction: reactants, conditions, products, and yield Starting materials: CCO[Si](OCC)(OCC)c1ccccc1OC (effective_coupling_partner), CN(C)C(=O)Oc1cccc2ccccc12 (substrate). The reagents and catalysts are dcype. Reaction conditions: temperature 120 celsius, time 12 hour. The product is COc1ccccc1c2cccc3ccccc23. Starting materials: FC1=C(C(=C(C(=C1C(=O)O)C(=O)O)F)F)CC(=O)O (2-(2,5,6-trifluoro-3,4-dicarboxyphenyl)acetic acid), CN1C(CCC1)=O (N-methylpyrrolidone), Cl (hydrochloric acid). Run in C(C)N(CC)CC (triethylamine). Reaction conditions: temperature 140 celsius, time 2 day. The product is CC=1C(=C(C(=O)O)C=C(C1F)F)F (3-methyl-2,4,5-trifluorobenzoic Acid). RXN SMILES: [F:1][C:2]1[C:7]([C:8]([OH:10])=[O:9])=[C:6](C(O)=O)[C:5]([F:14])=[C:4]([F:15])[C:3]=1[CH2:16]C(O)=O.CN1CCCC1=O.Cl>C(N(CC)CC)C>[CH3:16][C:3]1[C:2]([F:1])=[C:7]([CH:6]=[C:5]([F:14])[C:4]=1[F:15])[C:8]([OH:10])=[O:9]. Reported procedure: To 27 g of 2-(2,5,6-trifluoro-3,4-dicarboxyphenyl)acetic acid was added 28 ml of N-methylpyrrolidone and 10 ml of triethylamine and the mixture was stirred at 140° C. for 2 days. The reaction solution was poured into 6N hydrochloric acid with cooling, and separated by adding diethylether and aqueous solution of sodium hydroxide. The aqueous layer was acidified and extracted with diethylether. Reactants: CNC(OC1=CC=CC=2CC(OC21)(C)C)=O (2,3-dihydro-2,2-dimethyl-7-benzofuranyl methylcarbamate), ClCl (chlorine). Solvent: C(Cl)(Cl)(Cl)Cl (carbon tetrachloride), C(Cl)(Cl)Cl (chloroform). Product: CNC(OC1=CC(=CC=2CC(OC21)(C)C)Cl)=O (5-chloro-2,3-dihydro-2,2-dimethyl-7-benzofuranyl methylcarbamate). Yield: 88.9%. RXN SMILES: [CH3:1][NH:2][C:3](=[O:16])[O:4][C:5]1[C:13]2[O:12][C:11]([CH3:15])([CH3:14])[CH2:10][C:9]=2[CH:8]=[CH:7][CH:6]=1.[Cl:17]Cl>C(Cl)(Cl)Cl.C(Cl)(Cl)(Cl)Cl>[CH3:1][NH:2][C:3](=[O:16])[O:4][C:5]1[C:13]2[O:12][C:11]([CH3:14])([CH3:15])[CH2:10][C:9]=2[CH:8]=[C:7]([Cl:17])[CH:6]=1. Reported procedure: To a solution of 2,3-dihydro-2,2-dimethyl-7-benzofuranyl methylcarbamate (33.2 g, 0.15 mol) in 150 ml of chloroform and 300 ml of carbon tetrachloride, chlorine (10.7 g, 0.15 mol) was gradually fed at a temperature of from 10° to 15° C. under stirring. The precipitated crystals were collected by filtration and washed with hexane, whereby 34.1 g of 5-chloro-2,3-dihydro-2,2-dimethyl-7-benzofuranyl methylcarbamate was obtained. The melting of this product was 167°-169° C. The structure was confirme... The reactants are c1ccc(CCC2CCNCC2)cc1, CCOCC, O=C1Cc2cc(NC(=O)C(=O)O)ccc2N1. Product: O=C1Cc2cc(NC(=O)C(=O)N3CCC(CCc4ccccc4)CC3)ccc2N1. RXN SMILES: [CH2:17]([CH2:18][c:19]1[cH:20][cH:21][cH:22][cH:23][cH:24]1)[CH:25]1[CH2:26][CH2:27][NH:28][CH2:29][CH2:30]1.[CH2:31]([O:32][CH2:33][CH3:34])[CH3:35].[O:1]=[C:2]1[NH:3][c:4]2[cH:5][cH:6][c:7]([NH:11][C:12]([C:13](=[O:14])[OH:15])=[O:16])[cH:8][c:9]2[CH2:10]1>>[O:1]=[C:2]1[NH:3][c:4]2[cH:5][cH:6][c:7]([NH:11][C:12]([C:13](=[O:15])[N:28]3[CH2:27][CH2:26][CH:25]([CH2:17][CH2:18][c:19]4[cH:20][cH:21][cH:22][cH:23][cH:24]4)[CH2:30][CH2:29]3)=[O:16])[cH:8][c:9]2[CH2:10]1. Starting materials: CC(C)(C)O, C=CCC(CN(C)C(=O)c1cc(-n2nnnc2C(F)(F)F)ccc1OC)c1ccc(F)cc1, CC(C)=O, C[N+]1([O-])CCOCC1, [Na+], [Na+], C1CCOC1, O, O, O=[Os](=O)(=O)=O, O=S([O-])([O-])=S. The product is COc1ccc(-n2nnnc2C(F)(F)F)cc1C(=O)N(C)CC(CC=O)c1ccc(F)cc1. RXN SMILES: [C:35]([CH3:36])([CH3:37])([CH3:38])[OH:39].[CH3:1][N:2]([C:3]([c:4]1[c:5]([O:19][CH3:20])[cH:6][cH:7][c:8](-[n:10]2[n:11][n:12][n:13][c:14]2[C:15]([F:16])([F:17])[F:18])[cH:9]1)=[O:21])[CH2:22][CH:23]([CH2:24][CH:25]=[CH2:26])[c:27]1[cH:28][cH:29][c:30]([F:33])[cH:31][cH:32]1.[CH3:40][C:41]([CH3:42])=[O:43].[CH3:44][N+:45]1([O-:51])[CH2:46][CH2:47][O:48][CH2:49][CH2:50]1.[Na+:57].[Na+:58].[O:65]1[CH2:66][CH2:67][CH2:68][CH2:69]1.[OH2:34].[OH2:64].[Os:59](=[O:60])(=[O:61])(=[O:62])=[O:63].[S:52]([O-:53])([O-:54])(=[O:55])=[S:56]>>[CH3:1][N:2]([C:3]([c:4]1[c:5]([O:19][CH3:20])[cH:6][cH:7][c:8](-[n:10]2[n:11][n:12][n:13][c:14]2[C:15]([F:16])([F:17])[F:18])[cH:9]1)=[O:21])[CH2:22][CH:23]([CH2:24][CH:25]=[O:39])[c:27]1[cH:28][cH:29][c:30]([F:33])[cH:31][cH:32]1. The solvent is C(C)OCC (diethyl ether). Procedure details: The compound obtained in Example 62 is taken up in the diethyl ether. The filtrate is recovered and evaporated to yield the title compound. As a reaction SMILES: [CH3:1][O:2][N:3]=[C:4]([C:35]1[CH:40]=[CH:39][CH:38]=[CH:37][CH:36]=1)[C:5]1[CH:34]=[CH:33][C:8]2[N:9]([CH2:13][CH2:14][O:15][C:16]3[CH:21]=[CH:20][C:19]([CH2:22][CH:23]([O:27][CH2:28][C:29]([F:32])([F:31])[F:30])[C:24]([OH:26])=[O:25])=[CH:18][CH:17]=3)[C:10](=[O:12])[S:11][C:7]=2[CH:6]=1>C(OCC)C>[CH3:1][O:2]/[N:3]=[C:4](/[C:35]1[CH:40]=[CH:39][CH:38]=[CH:37][CH:36]=1)\[C:5]1[CH:34]=[CH:33][C:8]2[N:9]([CH2:13][CH2:14][O:15][C:16]3[CH:17]=[CH:18][C:19]([CH2:22][CH:23]([O:27][CH2:28][C:29]([F:31])([F:30])[F:32])[C:24]([OH:26])=[O:25])=[CH:20][CH:21]=3)[C:10](=[O:12])[S:11][C:7]=2[CH:6]=1. Product: CO\N=C(/C1=CC2=C(N(C(S2)=O)CCOC2=CC=C(C=C2)CC(C(=O)O)OCC(F)(F)F)C=C1)\C1=CC=CC=C1 (3-{4-[2-(6-[(Z)-(Methoxyimino)(phenyl)methyl]-2-oxo-1,3-benzothiazol-3(2H)-yl)ethoxy]phenyl}-2-(2,2,2-trifluoroethoxy)-propanoic acid). Reactants: CON=C(C1=CC2=C(N(C(S2)=O)CCOC2=CC=C(C=C2)CC(C(=O)O)OCC(F)(F)F)C=C1)C1=CC=CC=C1 (3-{4-[2-(6-[(Methoxyimino)(phenyl)methyl]-2-oxo-1,3-benzothiazol-3(2H)-yl)ethoxy]phenyl}-2-(2,2,2-trifluoroethoxy)propanoic acid). The reactants are [BH4-], N#CCc1cc(Br)ccc1OCc1ccccc1, C1CCOC1, [Na+], O=C(O)C(F)(F)F. Product: NCCc1cc(Br)ccc1OCc1ccccc1. As a reaction SMILES: [BH4-:1].[CH2:10]([c:11]1[cH:12][cH:13][cH:14][cH:15][cH:16]1)[O:17][c:18]1[c:19]([CH2:25][C:26]#[N:27])[cH:20][c:21]([Br:24])[cH:22][cH:23]1.[CH2:28]1[O:29][CH2:30][CH2:31][CH2:32]1.[Na+:2].[OH:3][C:4]([C:5]([F:6])([F:7])[F:8])=[O:9]>>[CH2:10]([c:11]1[cH:12][cH:13][cH:14][cH:15][cH:16]1)[O:17][c:18]1[c:19]([CH2:25][CH2:26][NH2:27])[cH:20][c:21]([Br:24])[cH:22][cH:23]1. Starting materials: CC1=CC2=C(C(N1)=O)C=CS2 (6-methylthieno[3,2-c]pyridin-4(5H)-one), P(=O)(Cl)(Cl)Cl (phosphoryl chloride). Product: ClC1=NC(=CC2=C1C=CS2)C (4-chloro-6-methylthieno[3,2-c]pyridine). Reaction SMILES: [CH3:1][C:2]1[NH:7][C:6](=O)[C:5]2[CH:9]=[CH:10][S:11][C:4]=2[CH:3]=1.P(Cl)(Cl)([Cl:14])=O>>[Cl:14][C:6]1[C:5]2[CH:9]=[CH:10][S:11][C:4]=2[CH:3]=[C:2]([CH3:1])[N:7]=1. Procedure details: A solution of 6.2 g of 6-methylthieno[3,2-c]pyridin-4(5H)-one in 30 ml of phosphoryl chloride was heated under reflux for 1 hour. After being cooled, the excess phosphoryl chloride was removed under reduced pressure, and the residue was poured into ice water, made basic with aqueous 2N sodium hydroxide and extracted with chloroform. The extract was washed successively with water and saturated saline, and dried over anhydrous magnesium sulfate. The drying agent was removed by filtration, and the ... The reactants are C(C)OC(CCCN)OCC (4-aminobutyraldehyde diethyl acetal), C(C)OC(=O)N1C(C=2C(C1=O)=CC=CC2)=O (N-(ethoxycarbonyl) phthalimide). Solvent: O1CCCC1 (tetrahydrofuran), O1CCCC1 (tetrahydrofuran). Conditions: temperature 0 celsius, time 18 hour. Yields the product C(C)OC(CCCN1C(C=2C(C1=O)=CC=CC2)=O)OCC (4-Phthalimidobutyraldehyde Diethyl Acetal). Yield: 104.1%. Reaction SMILES: [CH2:1]([O:3][CH:4]([O:9][CH2:10][CH3:11])[CH2:5][CH2:6][CH2:7][NH2:8])[CH3:2].C(OC(N1[C:21](=[O:22])[C:20]2=[CH:23][CH:24]=[CH:25][CH:26]=[C:19]2[C:18]1=[O:27])=O)C>O1CCCC1>[CH2:10]([O:9][CH:4]([O:3][CH2:1][CH3:2])[CH2:5][CH2:6][CH2:7][N:8]1[C:21](=[O:22])[C:20]2=[CH:23][CH:24]=[CH:25][CH:26]=[C:19]2[C:18]1=[O:27])[CH3:11]. Reported procedure: A solution of 4-aminobutyraldehyde diethyl acetal (48.5 g, 0.3 mol) in tetrahydrofuran (60 ml) was added dropwise to a stirred slurry of N-(ethoxycarbonyl) phthalimide (65.93 g, 0.3 mol) in tetrahydrofuran (250 ml) at 0° C. After stirring at 0° C. for 0.16 h and at room temperature for 18 h the solvent was removed in vacuo and the residue distilled at 1 mmHg to remove the ethyl carbamate by-product. The residual brown oil was allowed to cool to afford the title compound (91 g, 93%).